Dataset: the Open Reaction Database (ORD), a public repository of structured organic reaction records. Task: describe an organic reaction: reactants, conditions, products, and yield The reactants are CCC(CC)CBr, CCOC(=O)CSc1ccc(O)cc1, CC(C)=O, [K+], [K+], O=C([O-])[O-]. Yields the product CCOC(=O)CSc1ccc(OCC(CC)CC)cc1. Reaction SMILES: [Br:21][CH2:22][CH:23]([CH2:24][CH3:25])[CH2:26][CH3:27].[CH2:1]([CH3:2])[O:3][C:4]([CH2:5][S:6][c:7]1[cH:8][cH:9][c:10]([OH:13])[cH:11][cH:12]1)=[O:14].[CH3:28][C:29](=[O:30])[CH3:31].[K+:15].[K+:16].[O-:17][C:18]([O-:19])=[O:20]>>[CH2:1]([CH3:2])[O:3][C:4]([CH2:5][S:6][c:7]1[cH:8][cH:9][c:10]([O:13][CH2:22][CH:23]([CH2:24][CH3:25])[CH2:26][CH3:27])[cH:11][cH:12]1)=[O:14].